This data is from the Open Reaction Database (ORD), a public repository of structured organic reaction records. The task is: describe an organic reaction: reactants, conditions, products, and yield The reactants are BrCC(=O)Br (bromoacetyl bromide), [H-].[Na+] (sodium hydride), CCCCCC (hexane), COC1=C(N)C(=CC=C1)[N+](=O)[O-] (2-methoxy-6-nitroaniline). The solvent is C1CCOC1 (THF). Conditions: time 3 hour. Product: BrCC(=O)NC1=C(C=CC=C1[N+](=O)[O-])OC (2-Bromo-N-(2-methoxy-6-nitrophenyl)acetamide). Isolated yield 83.6%. RXN SMILES: [H-].[Na+].CCCCCC.[CH3:9][O:10][C:11]1[CH:17]=[CH:16][CH:15]=[C:14]([N+:18]([O-:20])=[O:19])[C:12]=1[NH2:13].[Br:21][CH2:22][C:23](Br)=[O:24]>C1COCC1>[Br:21][CH2:22][C:23]([NH:13][C:12]1[C:14]([N+:18]([O-:20])=[O:19])=[CH:15][CH:16]=[CH:17][C:11]=1[O:10][CH3:9])=[O:24] |f:0.1|. Reported procedure: To a flask was added sodium hydride (60% dispersion in mineral oil, 610 mg, 15 mmol) and hexane (2 mL) at 0° C. The supernatant liquid was decanted and the residue was dried under reduced pressure. To this was added THF (20 mL) and a solution of 2-methoxy-6-nitroaniline (2 g, 12 mmol, Kubo, K. et al. J. Med. Chem. 1993, 36, 1772-1784) in THF (20 mL) at 0° C. and stirred at rt for 2 h. To this mixture was added bromoacetyl bromide (1.2 mL, 14 mmol) at 0° C. and stirred at rt for 3 h. Then the rea... Starting materials: C(C)OC(=O)C=1C(=NC2=CC=C(C=C2C1C1=CC=CC=C1)Cl)OC(C(F)(F)F)C (6-chloro-4-phenyl-2-(2,2,2-trifluoro-1-methyl-ethoxy)-quinoline-3-carboxylic acid ethyl ester), [Li+].[I-] (LiI), solid. Solvent: N1=CC=CC=C1 (pyridine). The product is ClC=1C=C2C(=C(C(=NC2=CC1)OC(C(F)(F)F)C)C(=O)O)C1=CC=CC=C1 (6-Chloro-4-phenyl-2-(2,2,2-trifluoro-1-methyl-ethoxy)-quinoline-3-carboxylic acid). As a reaction SMILES: C([O:3][C:4]([C:6]1[C:7]([O:23][CH:24]([CH3:29])[C:25]([F:28])([F:27])[F:26])=[N:8][C:9]2[C:14]([C:15]=1[C:16]1[CH:21]=[CH:20][CH:19]=[CH:18][CH:17]=1)=[CH:13][C:12]([Cl:22])=[CH:11][CH:10]=2)=[O:5])C.[Li+].[I-]>N1C=CC=CC=1>[Cl:22][C:12]1[CH:13]=[C:14]2[C:9](=[CH:10][CH:11]=1)[N:8]=[C:7]([O:23][CH:24]([CH3:29])[C:25]([F:28])([F:26])[F:27])[C:6]([C:4]([OH:5])=[O:3])=[C:15]2[C:16]1[CH:17]=[CH:18][CH:19]=[CH:20][CH:21]=1 |f:1.2|. Procedure details: The title compound was prepared in analogy to example 20 step D from 6-chloro-4-phenyl-2-(2,2,2-trifluoro-1-methyl-ethoxy)-quinoline-3-carboxylic acid ethyl ester (100 mg, 0.26 mmol) and LiI in pyridine. Off white solid (55 mg, 53%). LC-MS: 396 (M+H)+. The reactants are Br, Cl, COC1(OC)CCc2nc(N)sc2C1, [Na+], [OH-], O. Product: Nc1nc2c(s1)CC(=O)CC2. RXN SMILES: [BrH:1].[ClH:16].[NH2:2][c:3]1[s:4][c:5]2[c:6]([n:7]1)[CH2:8][CH2:9][C:10]([O:12][CH3:15])([O:13][CH3:14])[CH2:11]2.[Na+:18].[OH-:17].[OH2:19]>>[NH2:2][c:3]1[s:4][c:5]2[c:6]([n:7]1)[CH2:8][CH2:9][C:10](=[O:12])[CH2:11]2. Starting materials: COC1=NC=CC=C1 (2-methoxypyridine), CON(C(=O)C1CC=CC1)C (cyclopent-3-enecarboxylic acid methoxy-methyl-amide), BrC1=C(C=C(C=C1C)C)C (Bromo-2,4,6-trimethylbenzene), [Li]C(C)(C)C (t-BuLi). Run in C1CCOC1 (THF), C1CCOC1 (THF), C1CCOC1 (THF), CCCCC (pentane). Run at temperature 0 celsius, time 1 hour. Product: C1CC(=CC1)C(=O)C=1C(=NC=CC1)OC (3-Cyclopent-3-enyl-(2-methoxy-pyridin-3-yl)-methanone). As a reaction SMILES: BrC1C(C)=CC(C)=CC=1C.[Li]C(C)(C)C.[CH3:16][O:17][C:18]1[CH:23]=[CH:22][CH:21]=[CH:20][N:19]=1.CON(C)[C:27]([CH:29]1[CH2:33][CH:32]=[CH:31][CH2:30]1)=[O:28]>C1COCC1.CCCCC>[CH2:32]1[CH2:31][CH:30]=[C:29]([C:27]([C:23]2[C:18]([O:17][CH3:16])=[N:19][CH:20]=[CH:21][CH:22]=2)=[O:28])[CH2:33]1. Procedure details: Bromo-2,4,6-trimethylbenzene (16.9 g, 85 mmol) was stirred in anhydrous THF (340 mL) at −78° C. under nitrogen and treated with t-BuLi (100 mL of 1.7 M soln. in pentane, 170 mmol) dropwise via an addition funnel over 30 min. A yellow slurry forms and is stirred 1 h. To this was added 2-methoxypyridine (8.45 g, 77.3 mmol) in anhydrous THF (10 mL) over 5 min. The mixture was allowed to warm to 0° C. and stirred for 1 h, then at ambient temperature for 1 h, then recooled to −78° C. and treated with... Reactants: CCOC(=O)C(C)(C)Oc1ccc(O)cc1, COc1ccc(CN2CC(CCOS(=O)(=O)c3ccc(C)cc3)N(C)C2=O)cc1, N#N, CN(C)C=O. Yields the product CCOC(=O)C(C)(C)Oc1ccc(OCCC2CN(Cc3ccc(OC)cc3)C(=O)N2C)cc1. As a reaction SMILES: [CH2:30]([CH3:31])[O:32][C:33]([C:34]([CH3:35])([CH3:36])[O:37][c:38]1[cH:39][cH:40][c:41]([OH:44])[cH:42][cH:43]1)=[O:45].[CH3:1][O:2][c:3]1[cH:4][cH:5][c:6]([CH2:7][N:8]2[C:9](=[O:27])[N:10]([CH3:26])[CH:11]([CH2:13][CH2:14][O:15][S:16]([c:17]3[cH:18][cH:19][c:20]([CH3:21])[cH:22][cH:23]3)(=[O:24])=[O:25])[CH2:12]2)[cH:28][cH:29]1.[N:46]#[N:47].[O:48]=[CH:49][N:50]([CH3:51])[CH3:52]>>[CH3:1][O:2][c:3]1[cH:4][cH:5][c:6]([CH2:7][N:8]2[C:9](=[O:27])[N:10]([CH3:26])[CH:11]([CH2:13][CH2:14][O:15][c:41]3[cH:40][cH:39][c:38]([O:37][C:34]([C:33]([O:32][CH2:30][CH3:31])=[O:45])([CH3:35])[CH3:36])[cH:43][cH:42]3)[CH2:12]2)[cH:28][cH:29]1. Reactants: C1CNCCN1, CC#N, Clc1cncc(OCCc2c[nH]c3ccccc23)n1, ClC(Cl)Cl, [K+], [K+], O=C([O-])[O-]. Product: c1ccc2c(CCOc3cncc(N4CCNCC4)n3)c[nH]c2c1. Reaction SMILES: [CH2:20]1[CH2:21][NH:22][CH2:23][CH2:24][NH:25]1.[CH3:32][C:33]#[N:34].[Cl:1][c:2]1[n:3][c:4]([O:8][CH2:9][CH2:10][c:11]2[cH:12][nH:13][c:14]3[cH:15][cH:16][cH:17][cH:18][c:19]23)[cH:5][n:6][cH:7]1.[Cl:35][CH:36]([Cl:37])[Cl:38].[K+:26].[K+:27].[O-:28][C:29]([O-:30])=[O:31]>>[c:2]1([N:22]2[CH2:21][CH2:20][NH:25][CH2:24][CH2:23]2)[n:3][c:4]([O:8][CH2:9][CH2:10][c:11]2[cH:12][nH:13][c:14]3[cH:15][cH:16][cH:17][cH:18][c:19]23)[cH:5][n:6][cH:7]1. Reactants: CCCCCCCCC(Br)C(=O)O, COc1cc(OC)c(N)c(OC)c1, [Cl-], [NH4+], O=S(Cl)Cl, c1ccncc1. Yields the product CCCCCCCCC(Br)C(=O)Nc1c(OC)cc(OC)cc1OC. Reaction SMILES: [Br:1][CH:2]([C:3](=[O:4])[OH:5])[CH2:6][CH2:7][CH2:8][CH2:9][CH2:10][CH2:11][CH2:12][CH3:13].[CH3:14][O:15][c:16]1[c:17]([NH2:18])[c:19]([O:25][CH3:26])[cH:20][c:21]([O:23][CH3:24])[cH:22]1.[Cl-:27].[NH4+:28].[S:29]([Cl:30])([Cl:31])=[O:32].[cH:33]1[cH:34][cH:35][n:36][cH:37][cH:38]1>>[Br:1][CH:2]([C:3](=[O:5])[NH:18][c:17]1[c:16]([O:15][CH3:14])[cH:22][c:21]([O:23][CH3:24])[cH:20][c:19]1[O:25][CH3:26])[CH2:6][CH2:7][CH2:8][CH2:9][CH2:10][CH2:11][CH2:12][CH3:13].